From a dataset of the Open Reaction Database (ORD), a public repository of structured organic reaction records. describe an organic reaction: reactants, conditions, products, and yield Reactants: C1(=CC=CC=C1)[B-](C1=CC=CC=C1)(C1=CC=CC=C1)C1=CC=CC=C1.[Na+] (sodium tetraphenylborate), S(=O)(=O)(O)O.C(C)(C)(C)P(C(C)(C)C)C(C)(C)C (tri-tert-butylphosphine sulfate), O (water), C1(=CC=CC=C1)[B-](C1=CC=CC=C1)(C1=CC=CC=C1)C1=CC=CC=C1.[Na+] (sodium tetraphenylborate). Solvent: C1(=CC=CC=C1)C (toluene). Reaction conditions: temperature 25 celsius. Yields the product C1(=CC=CC=C1)[B-](C1=CC=CC=C1)(C1=CC=CC=C1)C1=CC=CC=C1.C(C)(C)(C)[PH+](C(C)(C)C)C(C)(C)C (tri-tert-butylphosphonium tetraphenylborate). As a reaction SMILES: [C:1]1([B-:7]([C:20]2[CH:25]=[CH:24][CH:23]=[CH:22][CH:21]=2)([C:14]2[CH:19]=[CH:18][CH:17]=[CH:16][CH:15]=2)[C:8]2[CH:13]=[CH:12][CH:11]=[CH:10][CH:9]=2)[CH:6]=[CH:5][CH:4]=[CH:3][CH:2]=1.[Na+].O.S(O)(O)(=O)=O.[C:33]([P:37]([C:42]([CH3:45])([CH3:44])[CH3:43])[C:38]([CH3:41])([CH3:40])[CH3:39])([CH3:36])([CH3:35])[CH3:34]>C1(C)C=CC=CC=1>[C:20]1([B-:7]([C:1]2[CH:2]=[CH:3][CH:4]=[CH:5][CH:6]=2)([C:8]2[CH:9]=[CH:10][CH:11]=[CH:12][CH:13]=2)[C:14]2[CH:19]=[CH:18][CH:17]=[CH:16][CH:15]=2)[CH:21]=[CH:22][CH:23]=[CH:24][CH:25]=1.[C:42]([PH+:37]([C:33]([CH3:36])([CH3:35])[CH3:34])[C:38]([CH3:41])([CH3:40])[CH3:39])([CH3:43])([CH3:44])[CH3:45] |f:0.1,3.4,6.7|. Reported procedure: A 300-ml four-necked flask was equipped with a stirrer, a thermometer and a reflux condenser. 16.4 g (48 mmol) of sodium tetraphenylborate and 66 ml of water were weighed in the flask, followed by stirring to dissolve sodium tetraphenylborate. While the stirring was continuously carried out, the aqueous solution of tri-tert-butylphosphine sulfate was added to the solution, and the mixture was stirred at 25° C. for 3 hours. After the completion of the reaction, the precipitated product was filter...